From a dataset of the Open Reaction Database (ORD), a public repository of structured organic reaction records. describe an organic reaction: reactants, conditions, products, and yield Starting materials: CC(=CC(=O)OCC)C#C[Se]C1=CC=2C(CCC(C2C=C1C)(C)C)(C)C (ethyl 3-methyl-5-(3,5,5,8,8-pentamethyl-5,6,7,8-tetrahydronaphthalen-2-ylselenyl)-pent-2-en-4-ynoate), [Li+].[OH-] (LiOH), yellow powder. Run in C1CCOC1 (THF). Yields the product CC(=CC(=O)O)C#C[Se]C1=CC=2C(CCC(C2C=C1C)(C)C)(C)C (3-Methyl-5-(3,5,5,8,8-pentamethyl-5,6,7,8-tetrahydronaphthalen-2-ylselenyl)pent-2-en-4-ynoic Acid). Reaction SMILES: [CH3:1][C:2]([C:9]#[C:10][Se:11][C:12]1[C:21]([CH3:22])=[CH:20][C:19]2[C:18]([CH3:24])([CH3:23])[CH2:17][CH2:16][C:15]([CH3:26])([CH3:25])[C:14]=2[CH:13]=1)=[CH:3][C:4]([O:6]CC)=[O:5].[Li+].[OH-]>C1COCC1>[CH3:1][C:2]([C:9]#[C:10][Se:11][C:12]1[C:21]([CH3:22])=[CH:20][C:19]2[C:18]([CH3:24])([CH3:23])[CH2:17][CH2:16][C:15]([CH3:26])([CH3:25])[C:14]=2[CH:13]=1)=[CH:3][C:4]([OH:6])=[O:5] |f:1.2|. Procedure: In a manner similar to that of Example 2, by reaction of 600 mg of ethyl 3-methyl-5-(3,5,5,8,8-pentamethyl-5,6,7,8-tetrahydronaphthalen-2-ylselenyl)-pent-2-en-4-ynoate with 600 mg of LiOH in 15 ml of THF, 410 mg (73%) of a yellow powder are obtained. m.p.: 175° C. Starting materials: C(C)OC(=O)C=CCCCC1=CC=CC=2N1C=NC2 (5-(5-ethoxycarbonylpent-4-enyl)-imidazo[1,5-a]pyridine), [OH-].[Na+] (sodium hydroxide). Solvent: CO (methanol). Conditions: time 18 hour. Product: C(=O)(O)C=CCCCC1=CC=CC=2N1C=NC2 (5-(5-carboxypent-4-enyl)-imidazo[1,5-a]pyridine). RXN SMILES: C([O:3][C:4]([CH:6]=[CH:7][CH2:8][CH2:9][CH2:10][C:11]1[N:16]2[CH:17]=[N:18][CH:19]=[C:15]2[CH:14]=[CH:13][CH:12]=1)=[O:5])C.[OH-].[Na+]>CO>[C:4]([CH:6]=[CH:7][CH2:8][CH2:9][CH2:10][C:11]1[N:16]2[CH:17]=[N:18][CH:19]=[C:15]2[CH:14]=[CH:13][CH:12]=1)([OH:5])=[O:3] |f:1.2|. Procedure details: To a solution of 300 mg of 5-(5-ethoxycarbonylpent-4-enyl)-imidazo[1,5-a]pyridine in 20 ml methanol is added 5 ml of 1 N sodium hydroxide. The reaction mixture is stirred at room temperature for 18 hours. The methanol is evaporated under reduced pressure and an additional 5 ml of water is added to the aqueous residue, which is then extracted with 3×5 ml aliquots of ethyl acetate. The basic aqueous layer is then adjusted to pH 5 and extracted with 3×5 ml portions of ethyl acetate. These extracts ... Starting materials: [N+](=O)(O)[O-].ClC=1C=C(C=CC1)C1CCC=2N1C=NC2 (5-(3-chlorophenyl)-6,7-dihydro-5H-pyrrolo[1,2-c]imidazole mononitrate), 180, S(O)(O)(=O)=O (sulfuric acid), 141, C(=O)([O-])[O-].[Na+].[Na+] (Na2CO3), [OH-].[Na+] (NaOH). Solvent: O (water), O (water). Reaction conditions: temperature -78 celsius, time 2 hour. Yields the product 17.1, ClC=1C=C(C=CC1[N+](=O)[O-])C1CCC=2N1C=NC2 (5-(3-chloro-4-nitrophenyl)-6,7-dihydro-5H-pyrrolo[1,2-c]imidazole). The yield is 75.9%. As a reaction SMILES: S(=O)(=O)(O)O.[N+:6]([O-:9])(O)=[O:7].[Cl:10][C:11]1[CH:12]=[C:13]([CH:17]2[N:21]3[CH:22]=[N:23][CH:24]=[C:20]3[CH2:19][CH2:18]2)[CH:14]=[CH:15][CH:16]=1.[OH-].[Na+].C([O-])([O-])=O.[Na+].[Na+]>O>[Cl:10][C:11]1[CH:12]=[C:13]([CH:17]2[N:21]3[CH:22]=[N:23][CH:24]=[C:20]3[CH2:19][CH2:18]2)[CH:14]=[CH:15][C:16]=1[N+:6]([O-:9])=[O:7] |f:1.2,3.4,5.6.7|. Procedure details: To a stirred and cooled (-10° C.) amount of 180 parts of sulfuric acid there were added portionwise 24.0 parts of 5-(3-chlorophenyl)-6,7-dihydro-5H-pyrrolo[1,2-c]imidazole mononitrate (described in U.S. Pat. No. 4,617,307). Stirring at 0° to -10° C. was continued for 2 hours. After cooling to -78° C., the mixture was diluted with 100 parts of water and then neutralized with a solution of 141 parts of NaOH in 200 parts of water, keeping the temperature below 28° C. The whole was basified to pH 9 ... Reactants: [Al], Brc1ccc(-c2ccccc2)cc1, S=C=S, CCCCCC, ClC(Cl)C[Si](Cl)(Cl)Cl. Product: Cl[Si](Cl)(Cl)CC1c2ccccc2-c2ccc(Br)cc21. RXN SMILES: [Al:14].[Br:1][c:2]1[cH:3][cH:4][c:5](-[c:8]2[cH:9][cH:10][cH:11][cH:12][cH:13]2)[cH:6][cH:7]1.[C:23](=[S:24])=[S:25].[CH3:26][CH2:27][CH2:28][CH2:29][CH2:30][CH3:31].[Cl:15][CH:16]([CH2:17][Si:18]([Cl:19])([Cl:20])[Cl:21])[Cl:22]>>[Br:1][c:2]1[cH:3][cH:4][c:5]2[c:6]([cH:7]1)[CH:16]([CH2:17][Si:18]([Cl:19])([Cl:20])[Cl:21])[c:13]1[c:8]-2[cH:9][cH:10][cH:11][cH:12]1. Reactants: ClC=1N=C(C2=C(N1)SC(=C2)C=O)N2CCOCC2 (2-chloro-4-morpholin-4-yl-thieno[2,3-d]pyrimidine-6-carbaldehyde), COCCN(C1CCNCC1)C ((2-methoxy-ethyl)-methyl-piperidin-4-yl-amine). Product: ClC=1N=C(C2=C(N1)SC(=C2)CN2CCC(CC2)N(C)CCOC)N2CCOCC2 (1-((2-chloro-4-morpholinothieno[2,3-d]pyrimidin-6-yl)methyl)-N-(2-methoxyethyl)-N-methylpiperidin-4-amine). As a reaction SMILES: [Cl:1][C:2]1[N:3]=[C:4]([N:13]2[CH2:18][CH2:17][O:16][CH2:15][CH2:14]2)[C:5]2[CH:10]=[C:9]([CH:11]=O)[S:8][C:6]=2[N:7]=1.[CH3:19][O:20][CH2:21][CH2:22][N:23]([CH3:30])[CH:24]1[CH2:29][CH2:28][NH:27][CH2:26][CH2:25]1>>[Cl:1][C:2]1[N:3]=[C:4]([N:13]2[CH2:18][CH2:17][O:16][CH2:15][CH2:14]2)[C:5]2[CH:10]=[C:9]([CH2:11][N:27]3[CH2:28][CH2:29][CH:24]([N:23]([CH2:22][CH2:21][O:20][CH3:19])[CH3:30])[CH2:25][CH2:26]3)[S:8][C:6]=2[N:7]=1. Procedure: Reaction between 2-chloro-4-morpholin-4-yl-thieno[2,3-d]pyrimidine-6-carbaldehyde (General Procedure D-2) and (2-methoxy-ethyl)-methyl-piperidin-4-yl-amine using General Procedure B-3 yielded 1-((2-chloro-4-morpholinothieno[2,3-d]pyrimidin-6-yl)methyl)-N-(2-methoxyethyl)-N-methylpiperidin-4-amine.